From a dataset of the Open Reaction Database (ORD), a public repository of structured organic reaction records. describe an organic reaction: reactants, conditions, products, and yield The reactants are CCn1c(-c2ccc(O)cc2)c(C#N)c2ccc(OC)cc21, COCCBr, [K+], [K+], O=C([O-])[O-], CN(C)C=O. Yields the product CCn1c(-c2ccc(OCCOC)cc2)c(C#N)c2ccc(OC)cc21. Reaction SMILES: [CH2:1]([CH3:2])[n:3]1[c:4](-[c:16]2[cH:17][cH:18][c:19]([OH:22])[cH:20][cH:21]2)[c:5]([C:14]#[N:15])[c:6]2[cH:7][cH:8][c:9]([O:12][CH3:13])[cH:10][c:11]12.[CH3:29][O:30][CH2:31][CH2:32][Br:33].[K+:23].[K+:24].[O-:25][C:26]([O-:27])=[O:28].[O:34]=[CH:35][N:36]([CH3:37])[CH3:38]>>[CH2:1]([CH3:2])[n:3]1[c:4](-[c:16]2[cH:17][cH:18][c:19]([O:22][CH2:32][CH2:31][O:30][CH3:29])[cH:20][cH:21]2)[c:5]([C:14]#[N:15])[c:6]2[cH:7][cH:8][c:9]([O:12][CH3:13])[cH:10][c:11]12.